Dataset: the Open Reaction Database (ORD), a public repository of structured organic reaction records. Task: describe an organic reaction: reactants, conditions, products, and yield Starting materials: ClC=1C=C(C=C(C1)Cl)NC(C=NO)=O (N-(3,5-dichlorophenyl)-2-hydroxyiminoacetamide), S(O)(O)(=O)=O (sulfuric acid), ice. Reaction conditions: temperature 90 celsius. Product: ClC1=C2C(C(NC2=CC(=C1)Cl)=O)=O (4,6-Dichloro-1H-indole-2,3-dione). The yield is 81.0%. As a reaction SMILES: [Cl:1][C:2]1[CH:3]=[C:4]([NH:9][C:10](=[O:14])[CH:11]=NO)[CH:5]=[C:6]([Cl:8])[CH:7]=1.S(=O)(=O)(O)[OH:16]>>[Cl:1][C:2]1[CH:7]=[C:6]([Cl:8])[CH:5]=[C:4]2[C:3]=1[C:11](=[O:16])[C:10](=[O:14])[NH:9]2. Procedure details: The N-(3,5-dichlorophenyl)-2-hydroxyiminoacetamide just prepared (12.1 g, 0.052 mol) was added to 96 per cent strength sulfuric acid (56 ml) at 50-75° C. in the course of 15 min. The reaction mixture was then heated at 90° C. for 15 min, while stirring. After cooling, the mixture was poured slowly on to ice (500 g). The solid formed was filtered off with suction after 30 min. The desired isatin was isolated in a yield of 81% (9.12 g) as an orange-coloured solid. It was not possible to determine ... Reactants: O=S1(=O)NC2(CCCCC2)C(CBr)=C1c1ccc(Cl)cc1, CN, CCO. Yields the product CNCC1=C(c2ccc(Cl)cc2)S(=O)(=O)NC12CCCCC2. RXN SMILES: [Br:1][CH2:2][C:3]1=[C:4]([c:15]2[cH:16][cH:17][c:18]([Cl:21])[cH:19][cH:20]2)[S:5](=[O:13])(=[O:14])[NH:6][C:7]12[CH2:8][CH2:9][CH2:10][CH2:11][CH2:12]2.[CH3:22][NH2:23].[CH3:24][CH2:25][OH:26]>>[CH2:2]([C:3]1=[C:4]([c:15]2[cH:16][cH:17][c:18]([Cl:21])[cH:19][cH:20]2)[S:5](=[O:13])(=[O:14])[NH:6][C:7]12[CH2:8][CH2:9][CH2:10][CH2:11][CH2:12]2)[NH:23][CH3:22]. Starting materials: C(C)(C)(C)OC(=O)N1C(=NC2=C1C=NC=C2)C2=C(C=CC(=C2)Br)Cl (2-(5-Bromo-2-chloro-phenyl)-imidazo[4,5-c]pyridine-3-carboxylic acid tert-butyl ester), C(C)OC(=O)C1CCNCC1 (piperidine-4-carboxylic acid ethyl ester), C1(CCCCC1)P(C1=C(C=CC=C1)C1=C(C=C(C=C1C(C)C)C(C)C)C(C)C)C1CCCCC1 (2-dicyclohexylphosphino-2′,4′,6′-triisopropylbiphenyl), C([O-])([O-])=O.[Cs+].[Cs+] (cesium carbonate). The reagents and catalysts are [Pd].[Pd].C(C1=CC=CC=C1)=CC(=O)C=CC1=CC=CC=C1.C(C1=CC=CC=C1)=CC(=O)C=CC1=CC=CC=C1.C(C1=CC=CC=C1)=CC(=O)C=CC1=CC=CC=C1 (tris(dibenzylideneacetone) dipalladium(0)). The solvent is O1CCOCC1 (dioxane). Run at temperature 80 celsius. Product: C(C)OC(=O)C1CCN(CC1)C1=CC(=C(C=C1)Cl)C1=NC2=C(C=NC=C2)N1 (1-[4-Chloro-3-(3H-imidazo[4,5-c]pyridin-2-yl)-phenyl]-piperidine-4-carboxylic acid ethyl ester). Yield: 126.7%. As a reaction SMILES: C(OC([N:8]1[C:12]2[CH:13]=[N:14][CH:15]=[CH:16][C:11]=2[N:10]=[C:9]1[C:17]1[CH:22]=[C:21](Br)[CH:20]=[CH:19][C:18]=1[Cl:24])=O)(C)(C)C.C1(P(C2CCCCC2)C2C=CC=CC=2C2C(C(C)C)=CC(C(C)C)=CC=2C(C)C)CCCCC1.C(=O)([O-])[O-].[Cs+].[Cs+].[CH2:65]([O:67][C:68]([CH:70]1[CH2:75][CH2:74][NH:73][CH2:72][CH2:71]1)=[O:69])[CH3:66]>[Pd].[Pd].C(=CC(C=CC1C=CC=CC=1)=O)C1C=CC=CC=1.C(=CC(C=CC1C=CC=CC=1)=O)C1C=CC=CC=1.C(=CC(C=CC1C=CC=CC=1)=O)C1C=CC=CC=1.O1CCOCC1>[CH2:65]([O:67][C:68]([CH:70]1[CH2:75][CH2:74][N:73]([C:21]2[CH:20]=[CH:19][C:18]([Cl:24])=[C:17]([C:9]3[NH:8][C:12]4[CH:13]=[N:14][CH:15]=[CH:16][C:11]=4[N:10]=3)[CH:22]=2)[CH2:72][CH2:71]1)=[O:69])[CH3:66] |f:2.3.4,6.7.8.9.10|. Procedure details: Method C—Step d 2-(5-Bromo-2-chloro-phenyl)-imidazo[4,5-c]pyridine-3-carboxylic acid tert-butyl ester (0.50 g, 1.23 mmol), tris(dibenzylideneacetone) dipalladium(0) (Pd2 dba3) (0.13 g, 0.18 mmol), 2-dicyclohexylphosphino-2′,4′,6′-triisopropylbiphenyl (Xphos) (0.17 g, 0.37 mmol) and cesium carbonate (1.20 g, 3.68 mmol) were placed into a dried schlenk and few cycles of vacuum/nitrogen were performed. Then dry dioxane (2.00 mL) and piperidine-4-carboxylic acid ethyl ester (0.38 mL, 2.45 mmol) were...